Dataset: the Open Reaction Database (ORD), a public repository of structured organic reaction records. Task: describe an organic reaction: reactants, conditions, products, and yield Reactants: CCO, Cl, [K+], [OH-], O, CCOC(=O)CCc1ccncc1. Yields the product O=C(O)CCc1ccncc1. RXN SMILES: [CH3:18][CH2:19][OH:20].[ClH:16].[K+:15].[OH-:14].[OH2:17].[n:1]1[cH:2][cH:3][c:4]([CH2:7][CH2:8][C:9](=[O:10])[O:11][CH2:12][CH3:13])[cH:5][cH:6]1>>[n:1]1[cH:2][cH:3][c:4]([CH2:7][CH2:8][C:9](=[O:10])[OH:11])[cH:5][cH:6]1. Starting materials: COCN1C=CC2=CC=CC=C12 (1-Methoxymethyl-1H-indole), C(C(=O)Cl)(=O)Cl (oxalyl chloride). The solvent is CCOCC (ether). The product is COCN1C=C(C2=CC=CC=C12)C(C(=O)Cl)=O ((1-methoxymethyl-1H-indol-3-yl)-oxo-acetyl chloride). Isolated yield 48.3%. Reaction SMILES: [CH3:1][O:2][CH2:3][N:4]1[C:12]2[C:7](=[CH:8][CH:9]=[CH:10][CH:11]=2)[CH:6]=[CH:5]1.[C:13](Cl)(=[O:17])[C:14]([Cl:16])=[O:15]>CCOCC>[CH3:1][O:2][CH2:3][N:4]1[C:12]2[C:7](=[CH:8][CH:9]=[CH:10][CH:11]=2)[C:6]([C:13](=[O:17])[C:14]([Cl:16])=[O:15])=[CH:5]1. Reported procedure: Using the procedure of Example 1, step B, the reaction of 0.23 g (1.43 mmol) of 1-methoxymethyl-1H-indole (9) from Step A above with 0.25 ml (2.86 mmol) of oxalyl chloride in 3.5 ml of ether produced 0.174 g (48.5%) of (1-methoxymethyl-1H-indol-3-yl)-oxo-acetyl chloride (10) as a yellow solid. This material was used without purification. Starting materials: water ice, OO (hydrogen peroxide), solution, COC1=C(/C=C/C(C2=CC=C(C=C2)OC)S(=O)C(C2=CC=C(C=C2)OC)\C=C\C2=C(C=C(C=C2OC)OC)OC)C(=CC(=C1)OC)OC ((E)-2,4,6-trimethoxystyryl-4-methoxybenzyl sulfoxide). Solvent: C(C)(=O)O (acetic acid). Run at temperature 0 celsius, time 1 hour. Yields the product COC1=C(/C=C/C(C2=CC=C(C=C2)OC)S(=O)(=O)C(C2=CC=C(C=C2)OC)\C=C\C2=C(C=C(C=C2OC)OC)OC)C(=CC(=C1)OC)OC ((E)-2,4,6-trimethoxystyryl-4-methoxybenzyl sulfone). As a reaction SMILES: [CH3:1][O:2][C:3]1[CH:44]=[C:43]([O:45][CH3:46])[CH:42]=[C:41]([O:47][CH3:48])[C:4]=1/[CH:5]=[CH:6]/[CH:7]([S:16]([CH:18](/[CH:27]=[CH:28]/[C:29]1[C:34]([O:35][CH3:36])=[CH:33][C:32]([O:37][CH3:38])=[CH:31][C:30]=1[O:39][CH3:40])[C:19]1[CH:24]=[CH:23][C:22]([O:25][CH3:26])=[CH:21][CH:20]=1)=[O:17])[C:8]1[CH:13]=[CH:12][C:11]([O:14][CH3:15])=[CH:10][CH:9]=1.[OH:49]O>C(O)(=O)C>[CH3:36][O:35][C:34]1[CH:33]=[C:32]([O:37][CH3:38])[CH:31]=[C:30]([O:39][CH3:40])[C:29]=1/[CH:28]=[CH:27]/[CH:18]([S:16]([CH:7](/[CH:6]=[CH:5]/[C:4]1[C:41]([O:47][CH3:48])=[CH:42][C:43]([O:45][CH3:46])=[CH:44][C:3]=1[O:2][CH3:1])[C:8]1[CH:13]=[CH:12][C:11]([O:14][CH3:15])=[CH:10][CH:9]=1)(=[O:49])=[O:17])[C:19]1[CH:20]=[CH:21][C:22]([O:25][CH3:26])=[CH:23][CH:24]=1. Procedure: (E)-2,4,6-trimethoxystyryl-4-methoxybenzyl sulfoxide (3 g) is dissolved in glacial acetic acid (30 mL) and cooled to 0° C. To the cooled solution is added hydrogen peroxide (7.5 mL of a 30% solution) to form a reaction mixture. The reaction mixture is heated to reflux temperature and maintained at reflux for 1 hour. After 1 hour, the heated reaction mixture is poured onto crushed water ice (200 g). A solid precipitate is formed. The precipitate is separated by filtration, dried, and recrystalliz... Reactants: COC(C)OCOc1ccc(C(=O)Cl)cc1C12CC3CC(CC(C3)C1)C2, O=C(O)c1ccc(S)cc1, c1ccncc1. Product: COC(C)OCOc1ccc(C(=O)Sc2ccc(C(=O)O)cc2)cc1C12CC3CC(CC(C3)C1)C2. Reaction SMILES: [C:11]12([c:21]3[cH:22][c:23]([C:24](=[O:25])[Cl:26])[cH:27][cH:28][c:29]3[O:30][CH2:31][O:32][CH:33]([CH3:34])[O:35][CH3:36])[CH2:12][CH:13]3[CH2:14][CH:15]([CH2:16][CH:17]([CH2:18]1)[CH2:19]3)[CH2:20]2.[SH:1][c:2]1[cH:3][cH:4][c:5]([C:6](=[O:7])[OH:8])[cH:9][cH:10]1.[cH:37]1[cH:38][cH:39][n:40][cH:41][cH:42]1>>[S:1]([c:2]1[cH:3][cH:4][c:5]([C:6](=[O:7])[OH:8])[cH:9][cH:10]1)[C:24]([c:23]1[cH:22][c:21]([C:11]23[CH2:12][CH:13]4[CH2:14][CH:15]([CH2:16][CH:17]([CH2:18]2)[CH2:19]4)[CH2:20]3)[c:29]([O:30][CH2:31][O:32][CH:33]([CH3:34])[O:35][CH3:36])[cH:28][cH:27]1)=[O:25]. Reactants: CCO, C=C(c1ccc(Cl)cc1Cl)c1cc2ccccc2n1S(=O)(=O)c1ccccc1, [Na+], [OH-]. The product is C=C(c1cc2ccccc2[nH]1)c1ccc(Cl)cc1Cl. RXN SMILES: [CH3:31][CH2:32][OH:33].[Cl:1][c:2]1[c:3]([C:9](=[CH2:10])[c:11]2[n:12]([S:20]([c:21]3[cH:22][cH:23][cH:24][cH:25][cH:26]3)(=[O:27])=[O:28])[c:13]3[cH:14][cH:15][cH:16][cH:17][c:18]3[cH:19]2)[cH:4][cH:5][c:6]([Cl:8])[cH:7]1.[Na+:30].[OH-:29]>>[Cl:1][c:2]1[c:3]([C:9](=[CH2:10])[c:11]2[nH:12][c:13]3[cH:14][cH:15][cH:16][cH:17][c:18]3[cH:19]2)[cH:4][cH:5][c:6]([Cl:8])[cH:7]1. Reactants: C1(CCCCC1)C1C(C2=C(S1)C(=C(C(=C2)OC)Cl)Cl)O (2-cyclohexyl-6,7-dichloro-2,3-dihydro-3-hydroxy-5-methoxybenzo[b]thiophene), B(F)(F)F.CCOCC (boron trifluoride etherate), [OH-].[Na+] (sodium hydroxide), [OH-].[Na+] (sodium hydroxide). Run in C(C)(=O)O (acetic acid). Run at time 1 hour. Product: ClC=1C(=CC2=C(SC(=C2)C2CCCCC2)C1Cl)OC (6,7-dichloro-2-cyclohexyl-5-methoxybenzo[b]thiophene). Isolated yield 64.7%. RXN SMILES: [CH:1]1([CH:7]2[S:11][C:10]3[C:12]([Cl:19])=[C:13]([Cl:18])[C:14]([O:16][CH3:17])=[CH:15][C:9]=3[CH:8]2O)[CH2:6][CH2:5][CH2:4][CH2:3][CH2:2]1.B(F)(F)F.CCOCC.[OH-].[Na+]>C(O)(=O)C>[Cl:18][C:13]1[C:14]([O:16][CH3:17])=[CH:15][C:9]2[CH:8]=[C:7]([CH:1]3[CH2:6][CH2:5][CH2:4][CH2:3][CH2:2]3)[S:11][C:10]=2[C:12]=1[Cl:19] |f:1.2,3.4|. Procedure: A mixture of 14.7 g of 2-cyclohexyl-6,7-dichloro-2,3-dihydro-3-hydroxy-5-methoxybenzo[b]thiophene, 90 ml of glacial acetic acid and 21 ml of boron trifluoride etherate is warmed on a steam bath until it becomes homogeneous and then stirred for one hour. To the reaction mixture is added 100 ml of cold 10% sodium hydroxide solution. The mixture is further basified with 50% sodium hydroxide solution and extracted with three 230 ml-portions of ether. The organic extracts are dried over anhydrous mag...